This data is from the Open Reaction Database (ORD), a public repository of structured organic reaction records. The task is: describe an organic reaction: reactants, conditions, products, and yield Reactants: CCc1cc(Br)cc(C)c1OCCCOc1ccc(OC(F)(F)F)cc1, [Li]CCCC, CCOB(OCC)OCC, Cl, C1CCOC1. Product: CCc1cc(O)cc(C)c1OCCCOc1ccc(OC(F)(F)F)cc1. As a reaction SMILES: [Br:1][c:2]1[cH:3][c:4]([CH2:25][CH3:26])[c:5]([O:9][CH2:10][CH2:11][CH2:12][O:13][c:14]2[cH:15][cH:16][c:17]([O:20][C:21]([F:22])([F:23])[F:24])[cH:18][cH:19]2)[c:6]([CH3:8])[cH:7]1.[CH2:27]([Li:28])[CH2:29][CH2:30][CH3:31].[CH2:32]([O:34][B:33]([O:35][CH2:36][CH3:37])[O:38][CH2:39][CH3:40])[CH3:41].[ClH:42].[O:43]1[CH2:44][CH2:45][CH2:46][CH2:47]1>>[c:2]1([OH:34])[cH:3][c:4]([CH2:25][CH3:26])[c:5]([O:9][CH2:10][CH2:11][CH2:12][O:13][c:14]2[cH:15][cH:16][c:17]([O:20][C:21]([F:22])([F:23])[F:24])[cH:18][cH:19]2)[c:6]([CH3:8])[cH:7]1. Starting materials: [OH-].[Na+] (sodium hydroxide), BrCCOCCBr (1-bromo-2-(2-bromoethoxy)ethane), BrC1=CC(=CC=2N(C(=NC21)C(C)C)CC2=C(C(=CC=C2)C(F)(F)F)C)N (4-bromo-2-isopropyl-1-(2-methyl-3-(trifluoromethyl)benzyl)-1H-benzo[d]imidazol-6-amine). Reagents/catalysts: [I-].C(CCC)[N+](CCCC)(CCCC)CCCC (tetrabutylammonium iodide). Run at time 2.5 hour. The product is BrC1=CC(=CC=2N(C(=NC21)C(C)C)CC2=C(C(=CC=C2)C(F)(F)F)C)N2CCOCC2 (4-(4-bromo-2-isopropyl-1-(2-methyl-3-(trifluoromethyl)benzyl)-1H-benzo[d]imidazol-6-yl)morpholine). As a reaction SMILES: [Br:1][C:2]1[C:10]2[N:9]=[C:8]([CH:11]([CH3:13])[CH3:12])[N:7]([CH2:14][C:15]3[CH:20]=[CH:19][CH:18]=[C:17]([C:21]([F:24])([F:23])[F:22])[C:16]=3[CH3:25])[C:6]=2[CH:5]=[C:4]([NH2:26])[CH:3]=1.[OH-].[Na+].Br[CH2:30][CH2:31][O:32][CH2:33][CH2:34]Br>[I-].C([N+](CCCC)(CCCC)CCCC)CCC>[Br:1][C:2]1[C:10]2[N:9]=[C:8]([CH:11]([CH3:13])[CH3:12])[N:7]([CH2:14][C:15]3[CH:20]=[CH:19][CH:18]=[C:17]([C:21]([F:22])([F:24])[F:23])[C:16]=3[CH3:25])[C:6]=2[CH:5]=[C:4]([N:26]2[CH2:34][CH2:33][O:32][CH2:31][CH2:30]2)[CH:3]=1 |f:1.2,4.5|. Procedure details: The product from previous reaction 4-bromo-2-isopropyl-1-(2-methyl-3-(trifluoromethyl)benzyl)-1H-benzo[d]imidazol-6-amine (4.7 g, 11.03 mmol) was stirred in 6M sodium hydroxide (100 mL, 600 mmol) solution with 1-bromo-2-(2-bromoethoxy)ethane (6.87 mL, 55.1 mmol) and tetrabutylammonium iodide (0.407 g, 1.103 mmol) at 110° C. After stirring for 2.5 hr the mixture was cooled and the aqueous was decanted and the remaining sticky solid was dissolved in EtOAc. The organic was washed with H2O and brine... The reactants are BrC1=C(N(C(=N1)C1=CC(=CC=C1)OC(F)(F)F)C)C(=O)O (5-bromo-3-methyl-2-(3-trifluoromethoxy-phenyl)-3H-imidazole-4-carboxylic acid), C([O-])([O-])=O.[K+].[K+] (potassium carbonate), IC (iodomethane). Solvent: CN(C)C=O (DMF). Run at time 70 hour. Product: COC(=O)C=1N(C(=NC1Br)C1=CC(=CC=C1)OC(F)(F)F)C (5-Bromo-3-methyl-2-(3-trifluoromethoxy-phenyl)-3H-imidazole-4-carboxylic acid methyl ester). Yield: 93.4%. RXN SMILES: [Br:1][C:2]1[N:6]=[C:5]([C:7]2[CH:12]=[CH:11][CH:10]=[C:9]([O:13][C:14]([F:17])([F:16])[F:15])[CH:8]=2)[N:4]([CH3:18])[C:3]=1[C:19]([OH:21])=[O:20].[C:22](=O)([O-])[O-].[K+].[K+].IC>CN(C=O)C>[CH3:22][O:20][C:19]([C:3]1[N:4]([CH3:18])[C:5]([C:7]2[CH:12]=[CH:11][CH:10]=[C:9]([O:13][C:14]([F:17])([F:16])[F:15])[CH:8]=2)=[N:6][C:2]=1[Br:1])=[O:21] |f:1.2.3|. Reported procedure: A stirred solution of 1.826 g (5.0 mmol) of 5-bromo-3-methyl-2-(3-trifluoromethoxy-phenyl)-3H-imidazole-4-carboxylic acid (example 72) in 20 ml of DMF was treated at RT with 2.073 g (15.0 mmol) of potassium carbonate, followed by addition of 0.62 ml=1.42 g (10.0 mmol) of iodomethane. After 70 hours, the reaction mixture was poured into crashed ice and extracted twice with Et2O; the organic phases were washed with water, dried over magnesium sulfate, filtered and evaporated. The residue was purif... Starting materials: COC=1C=C(C=CC1)C1=C(C(=O)OCC)C=CC=C1 (ethyl 2-(3′-methoxyphenyl)benzoate), [OH-].[Na+] (NaOH). The solvent is CO (MeOH), O (water). The product is COC=1C=C(C=CC1)C1=C(C(=O)O)C=CC=C1 (2-(3′-methoxyphenyl)benzoic acid). RXN SMILES: [CH3:1][O:2][C:3]1[CH:4]=[C:5]([C:9]2[CH:19]=[CH:18][CH:17]=[CH:16][C:10]=2[C:11]([O:13]CC)=[O:12])[CH:6]=[CH:7][CH:8]=1.[OH-].[Na+]>CO.O>[CH3:1][O:2][C:3]1[CH:4]=[C:5]([C:9]2[CH:19]=[CH:18][CH:17]=[CH:16][C:10]=2[C:11]([OH:13])=[O:12])[CH:6]=[CH:7][CH:8]=1 |f:1.2|. Reported procedure: To a stirred solution of ethyl 2-(3-methoxyphenyl)benzoate from Step A (7.33 g, 28.6 mmol) in MeOH (200 mL) and water (30 mL) was added 1.0 N aq. NaOH (63 mL, 63 mmol) dropwise. The mixture was heated to reflux for 3 hours, then allowed to cool overnight. The solution was concentrated to remove most of the MeOH, cooled on ice, and 10% aq. citric acid (300 mL) was added. The resulting mixture was extracted with CH2Cl2 (3×250 mL), and the combined organic extracts were dried over Na2SO4, filtered,... Reactants: O=C([O-])[O-], C1COCCO1, CCOC(C)=O, [Cs+], [Cs+], OC(c1ccc(-c2ccncc2)cc1)C(F)(F)F, Nc1nc(Cl)cc(Cl)n1. The product is Nc1nc(Cl)cc(OC(c2ccc(-c3ccncc3)cc2)C(F)(F)F)n1. RXN SMILES: [C:28](=[O:29])([O-:30])[O-:31].[CH2:40]1[O:41][CH2:42][CH2:43][O:44][CH2:45]1.[CH3:34][CH2:35][O:36][C:37](=[O:38])[CH3:39].[Cs+:32].[Cs+:33].[F:1][C:2]([CH:3]([OH:4])[c:5]1[cH:6][cH:7][c:8](-[c:11]2[cH:12][cH:13][n:14][cH:15][cH:16]2)[cH:9][cH:10]1)([F:17])[F:18].[NH2:19][c:20]1[n:21][c:22]([Cl:27])[cH:23][c:24]([Cl:26])[n:25]1>>[F:1][C:2]([CH:3]([O:4][c:24]1[cH:23][c:22]([Cl:27])[n:21][c:20]([NH2:19])[n:25]1)[c:5]1[cH:6][cH:7][c:8](-[c:11]2[cH:12][cH:13][n:14][cH:15][cH:16]2)[cH:9][cH:10]1)([F:17])[F:18]. The reactants are CC#N, O=C(O)c1nc(C2CC2)[nH]c(=O)c1Cl, N, O, O=P(Cl)(Cl)Cl. Product: O=C(O)c1nc(C2CC2)nc(Cl)c1Cl. As a reaction SMILES: [CH3:20][C:21]#[N:22].[Cl:6][c:7]1[c:8]([C:17](=[O:18])[OH:19])[n:9][c:10]([CH:14]2[CH2:15][CH2:16]2)[nH:11][c:12]1=[O:13].[NH3:23].[OH2:24].[P:1]([Cl:2])([Cl:3])([Cl:4])=[O:5]>>[Cl:3][c:12]1[c:7]([Cl:6])[c:8]([C:17](=[O:18])[OH:19])[n:9][c:10]([CH:14]2[CH2:15][CH2:16]2)[n:11]1.